From a dataset of the Open Reaction Database (ORD), a public repository of structured organic reaction records. describe an organic reaction: reactants, conditions, products, and yield Reactants: CC(C)(C)OC(=O)CSc1nc2cc(I)c(Cl)cc2[nH]1, OB(O)c1ccc(OCc2ccccc2)c(F)c1, Cc1ccccc1, [K+], [K+], O=C([O-])[O-], O, c1ccc(P(c2ccccc2)(c2ccccc2)[Pd](P(c2ccccc2)(c2ccccc2)c2ccccc2)(P(c2ccccc2)(c2ccccc2)c2ccccc2)P(c2ccccc2)(c2ccccc2)c2ccccc2)cc1. The product is CC(C)(C)OC(=O)CSc1nc2cc(-c3ccc(OCc4ccccc4)c(F)c3)c(Cl)cc2[nH]1. RXN SMILES: [C:19]([CH3:20])([CH3:21])([CH3:22])[O:23][C:24]([CH2:25][S:26][c:27]1[n:28][c:29]2[c:30]([nH:31]1)[cH:32][c:33]([Cl:37])[c:34]([I:36])[cH:35]2)=[O:38].[CH2:1]([c:2]1[cH:3][cH:4][cH:5][cH:6][cH:7]1)[O:8][c:9]1[c:10]([F:18])[cH:11][c:12]([B:15]([OH:16])[OH:17])[cH:13][cH:14]1.[CH3:45][c:46]1[cH:47][cH:48][cH:49][cH:50][cH:51]1.[K+:39].[K+:40].[O-:41][C:42]([O-:43])=[O:44].[OH2:52].[cH:53]1[cH:54][cH:55][c:56]([P:57]([Pd:58]([P:59]([c:60]2[cH:61][cH:62][cH:63][cH:64][cH:65]2)([c:66]2[cH:67][cH:68][cH:69][cH:70][cH:71]2)[c:72]2[cH:73][cH:74][cH:75][cH:76][cH:77]2)([P:78]([c:79]2[cH:80][cH:81][cH:82][cH:83][cH:84]2)([c:85]2[cH:86][cH:87][cH:88][cH:89][cH:90]2)[c:91]2[cH:92][cH:93][cH:94][cH:95][cH:96]2)[P:97]([c:98]2[cH:99][cH:100][cH:101][cH:102][cH:103]2)([c:104]2[cH:105][cH:106][cH:107][cH:108][cH:109]2)[c:110]2[cH:111][cH:112][cH:113][cH:114][cH:115]2)([c:116]2[cH:117][cH:118][cH:119][cH:120][cH:121]2)[c:122]2[cH:123][cH:124][cH:125][cH:126][cH:127]2)[cH:128][cH:129]1>>[CH2:1]([c:2]1[cH:3][cH:4][cH:5][cH:6][cH:7]1)[O:8][c:9]1[c:10]([F:18])[cH:11][c:12](-[c:34]2[c:33]([Cl:37])[cH:32][c:30]3[c:29]([n:28][c:27]([S:26][CH2:25][C:24]([O:23][C:19]([CH3:20])([CH3:21])[CH3:22])=[O:38])[nH:31]3)[cH:35]2)[cH:13][cH:14]1. Starting materials: C(N)(OC(C)(C)C)=O (t-Butyl carbamate), COC(=O)C1=CC=C(C=C1)[C@H](C)NC(=O)[C@@H]1N(C2CC2C1)C(=O)OC(C)(C)C ((3R)-tert-butyl 3-(((S)-1-(4-(methoxycarbonyl)phenyl)ethyl)carbamoyl)-2-azabicyclo[3.1.0]hexane-2-carboxylate). The product is C12N[C@H](CC2C1)C(=O)N[C@@H](C)C1=CC=C(C(=O)OC)C=C1 (methyl 4-((1S)-1-((3R)-2-azabicyclo[3.1.0]hexane-3-carboxamido)ethyl)benzoate). Yield: 98.8%. As a reaction SMILES: C(=O)(OC(C)(C)C)N.[CH3:9][O:10][C:11]([C:13]1[CH:18]=[CH:17][C:16]([C@@H:19]([NH:21][C:22]([C@H:24]2[CH2:29][CH:28]3[CH:26]([CH2:27]3)[N:25]2C(OC(C)(C)C)=O)=[O:23])[CH3:20])=[CH:15][CH:14]=1)=[O:12]>>[CH:26]12[CH2:27][CH:28]1[CH2:29][C@H:24]([C:22]([NH:21][C@H:19]([C:16]1[CH:15]=[CH:14][C:13]([C:11]([O:10][CH3:9])=[O:12])=[CH:18][CH:17]=1)[CH3:20])=[O:23])[NH:25]2. Reported procedure: The title compounds (D106) (11 mg) was prepared according to the general procedure for t-Butyl carbamate (Boc) cleavage starting from (3R)-tert-butyl 3-(((S)-1-(4-(methoxycarbonyl)phenyl)ethyl)carbamoyl)-2-azabicyclo[3.1.0]hexane-2-carboxylate (diastereoisomers mixture) (D74a) (15 mg) Reactants: FC1=C(C=O)C(=CC=C1)F (2,6-difluorobenzaldehyde), [N+](=O)([O-])CC#N (nitroacetonitrile), FC1=C(C=O)C(=CC=C1)F (2,6-difluorobenzaldehyde), [N+](=O)([O-])CC#N (nitroacetonitrile), [Si](C)(C)(C)N=[N+]=[N-] (TMS-azide), [F-] (fluoride). Run in C1CCOC1 (THF). Product: FC1=C(C(=CC=C1)F)C=1N=NNC1C#N (4-(2,6-difluorophenyl)-1H-1,2,3-triazole-5-carbonitrile). Reaction SMILES: [F:1][C:2]1[CH:9]=[CH:8][CH:7]=[C:6]([F:10])[C:3]=1[CH:4]=O.[N+:11]([CH2:14][C:15]#[N:16])([O-])=O.[Si]([N:21]=[N+:22]=[N-])(C)(C)C.[F-]>C1COCC1>[F:1][C:2]1[CH:9]=[CH:8][CH:7]=[C:6]([F:10])[C:3]=1[C:4]1[N:21]=[N:22][NH:11][C:14]=1[C:15]#[N:16]. Procedure details: 4-(2,6-difluorophenyl)-1H-1,2,3-triazole-5-carbonitrile (2) was prepared in one step from 2,6-difluorobenzaldehyde (1) and nitroacetonitrile using a modified literature procedure (see Fringuelli et al. Eur. J. Org. Chem. (2008) 3928-3932). A solution of 2,6-difluorobenzaldehyde (1.0 equiv), nitroacetonitrile (1.5 equiv) and TMS-azide (3.0 equiv) in dry THF (0.4 M) under inert atmosphere and at 0° C. was treated with fluoride-bound resin (Aldrich #387789, 1:1 w/w with respect to aldehyde). The re... Reactants: CN(C(=O)OC(C)(C)C)C1CCN(c2nnc(-c3ccnn3C)c3ccccc23)CC1, CCOCC, ClCCl, Cl. Yields the product CNC1CCN(c2nnc(-c3ccnn3C)c3ccccc23)CC1. RXN SMILES: [CH3:1][N:2]([C:3](=[O:4])[O:5][C:6]([CH3:7])([CH3:8])[CH3:9])[CH:10]1[CH2:11][CH2:12][N:13]([c:16]2[n:17][n:18][c:19](-[c:26]3[cH:27][cH:28][n:29][n:30]3[CH3:31])[c:20]3[cH:21][cH:22][cH:23][cH:24][c:25]23)[CH2:14][CH2:15]1.[CH3:33][CH2:34][O:35][CH2:36][CH3:37].[Cl:38][CH2:39][Cl:40].[ClH:32]>>[CH3:1][NH:2][CH:10]1[CH2:11][CH2:12][N:13]([c:16]2[n:17][n:18][c:19](-[c:26]3[cH:27][cH:28][n:29][n:30]3[CH3:31])[c:20]3[cH:21][cH:22][cH:23][cH:24][c:25]23)[CH2:14][CH2:15]1. As a reaction SMILES: [OH2:14].[c:1]1([C:11]([OH:12])=[O:13])[cH:2][cH:3][cH:4][c:5]2[cH:6][cH:7][cH:8][cH:9][c:10]12>>[c:1]1([OH:14])[cH:2][cH:3][cH:4][c:5]2[cH:6][cH:7][cH:8][cH:9][c:10]12. The reactants are O, O=C(O)c1cccc2ccccc12. The product is Oc1cccc2ccccc12. Reactants: C([O-])([O-])=O.[Na+].[Na+] (sodium carbonate), ClC1=C(C=C(C(=N1)C(=O)N1CCC(CC1)N1CCCC1)C)C1=CC(=CC=C1)C(F)(F)F ([6-Chloro-3-methyl-5-(3-trifluoromethyl-phenyl)-pyridin-2-yl]-(4-pyrrolidin-1-yl-piperidin-1-yl)-methanone), OC1=NC=C(C(=N1)O)B(O)O (2,4-dihydroxy-pyrimidine-5-boronic acid), C1(CCCCC1)P(C1=C(C=CC=C1)C1=CC=CC=C1)C1CCCCC1 (2-(dicyclohexylphosphino)biphenyl). Reagents/catalysts: [Pd].C1(=CC=CC=C1)P(C1=CC=CC=C1)C1=CC=CC=C1.C1(=CC=CC=C1)P(C1=CC=CC=C1)C1=CC=CC=C1.C1(=CC=CC=C1)P(C1=CC=CC=C1)C1=CC=CC=C1.C1(=CC=CC=C1)P(C1=CC=CC=C1)C1=CC=CC=C1 (tetrakis-(triphenylphosphine)-palladium). Run in O (H2O), COCCOC (1,2-dimethoxyethane). Reaction conditions: temperature 80 celsius, time 48 hour. Product: OC1=NC=C(C(=N1)O)C1=C(C=C(C(=N1)C(=O)N1CCC(CC1)N1CCCC1)C)C1=CC(=CC=C1)C(F)(F)F ([6-(2,4-Dihydroxy-pyrimidin-5-yl)-3-methyl-5-(3-trifluoromethyl-phenyl)-pyridin-2-yl]-(4-pyrrolidin-1-yl-piperidin-1-yl)-methanone). The yield is 15.1%. Reaction SMILES: Cl[C:2]1[N:7]=[C:6]([C:8]([N:10]2[CH2:15][CH2:14][CH:13]([N:16]3[CH2:20][CH2:19][CH2:18][CH2:17]3)[CH2:12][CH2:11]2)=[O:9])[C:5]([CH3:21])=[CH:4][C:3]=1[C:22]1[CH:27]=[CH:26][CH:25]=[C:24]([C:28]([F:31])([F:30])[F:29])[CH:23]=1.[OH:32][C:33]1[N:38]=[C:37]([OH:39])[C:36](B(O)O)=[CH:35][N:34]=1.C1(P(C2CCCCC2)C2C=CC=CC=2C2C=CC=CC=2)CCCCC1.C(=O)([O-])[O-].[Na+].[Na+]>COCCOC.[Pd].C1(P(C2C=CC=CC=2)C2C=CC=CC=2)C=CC=CC=1.C1(P(C2C=CC=CC=2)C2C=CC=CC=2)C=CC=CC=1.C1(P(C2C=CC=CC=2)C2C=CC=CC=2)C=CC=CC=1.C1(P(C2C=CC=CC=2)C2C=CC=CC=2)C=CC=CC=1.O>[OH:32][C:33]1[N:38]=[C:37]([OH:39])[C:36]([C:2]2[N:7]=[C:6]([C:8]([N:10]3[CH2:15][CH2:14][CH:13]([N:16]4[CH2:20][CH2:19][CH2:18][CH2:17]4)[CH2:12][CH2:11]3)=[O:9])[C:5]([CH3:21])=[CH:4][C:3]=2[C:22]2[CH:27]=[CH:26][CH:25]=[C:24]([C:28]([F:31])([F:30])[F:29])[CH:23]=2)=[CH:35][N:34]=1 |f:3.4.5,7.8.9.10.11|. Procedure: To a degassed solution of 0.20 g (0.44 mmol) of [6-chloro-3-methyl-5-(3-trifluoromethyl-phenyl)-pyridin-2-yl]-(4-pyrrolidin-1-yl-piperidin-1-yl)-methanone (example 3) in 10 ml of 1,2-dimethoxyethane was added 0.138 g (0.88 mmol) of 2,4-dihydroxy-pyrimidine-5-boronic acid, 0.051 g (0.044 mmol) of tetrakis-(triphenylphosphine)-palladium and 0.031 g (0.088 mmol) of 2-(dicyclohexylphosphino)biphenyl, followed by 0.071 g (0.67 mmol) of sodium carbonate and 3.4 ml of H2O. Finally, the reaction mixture... Reactants: [H-].[Na+] (sodium hydride), COC=1C=C(C=CC1)C1=NC(=NO1)CSC=1NC=2C(=NC=CC2)N1 (2-[5-(3-methoxy-phenyl)-[1,2,4]oxadiazol-3-ylmethylsulfanyl]-1H-imidazo[4,5-b]pyridine), CI (Methyl iodide). The solvent is C1CCOC1 (THF). Run at temperature 1 celsius, time 15 minute. Yields the product COC=1C=C(C=CC1)C1=NC(=NO1)CSC=1N(C=2C(=NC=CC2)N1)C (2-[5-(3-Methoxy-phenyl)-[1,2,4]oxadiazol-3-ylmethylsulfanyl]-1-methyl-1H-imidazo[4,5-b]pyridine). As a reaction SMILES: [H-].[Na+].[CH3:3][O:4][C:5]1[CH:6]=[C:7]([C:11]2[O:15][N:14]=[C:13]([CH2:16][S:17][C:18]3[NH:19][C:20]4[C:21]([N:26]=3)=[N:22][CH:23]=[CH:24][CH:25]=4)[N:12]=2)[CH:8]=[CH:9][CH:10]=1.[CH3:27]I>C1COCC1>[CH3:3][O:4][C:5]1[CH:6]=[C:7]([C:11]2[O:15][N:14]=[C:13]([CH2:16][S:17][C:18]3[N:19]([CH3:27])[C:20]4[C:21]([N:26]=3)=[N:22][CH:23]=[CH:24][CH:25]=4)[N:12]=2)[CH:8]=[CH:9][CH:10]=1 |f:0.1|. Reported procedure: THF (3 ml) was added to a mixture of sodium hydride (60%, 8 mg, 0.2 mmol) and 2-[5-(3-methoxy-phenyl)-[1,2,4]oxadiazol-3-ylmethylsulfanyl]-1H-imidazo[4,5-b]pyridine (24.6 mg, 0.072 mmol) and the resulting mixture was stirred at 1° C. for about 15 min. Methyl iodide (20 μL, 0.32 mmol) was added the resulting mixture was stirred at 0° C. for 2 h. The reaction was quenched by the addition of dichloromethane (10 ml) and water (2 ml). After vigorous stirring, the organic extracts (10 ml, plus 3×5 ml)... The reactants are CC(C)(C)P(c1ccccc1-c1ccccc1)C(C)(C)C, C1CCOC1, CC(C)O, ClC(Cl)Cl, ClCCl, Cc1cnc(F)cc1I, [Na+], [Na+], O=C([O-])[O-], CC1(C)OB(c2cccc3ccsc23)OC1(C)C. The product is Cc1cnc(F)cc1-c1cccc2ccsc12. RXN SMILES: [C:31]([P:32]([C:33]([CH3:34])([CH3:35])[CH3:36])[c:37]1[cH:38][cH:39][cH:40][cH:41][c:42]1-[c:43]1[cH:44][cH:45][cH:46][cH:47][cH:48]1)([CH3:49])([CH3:50])[CH3:51].[CH2:66]1[O:67][CH2:68][CH2:69][CH2:70]1.[CH:58]([OH:59])([CH3:60])[CH3:61].[CH:62]([Cl:63])([Cl:64])[Cl:65].[Cl:28][CH2:29][Cl:30].[F:1][c:2]1[n:3][cH:4][c:5]([CH3:9])[c:6]([I:8])[cH:7]1.[Na+:52].[Na+:53].[O-:54][C:55](=[O:56])[O-:57].[s:10]1[c:11]2[c:12]([cH:13][cH:14]1)[cH:15][cH:16][cH:17][c:18]2[B:19]1[O:20][C:21]([CH3:22])([CH3:23])[C:24]([CH3:25])([CH3:26])[O:27]1>>[F:1][c:2]1[n:3][cH:4][c:5]([CH3:9])[c:6](-[c:18]2[c:11]3[s:10][cH:14][cH:13][c:12]3[cH:15][cH:16][cH:17]2)[cH:7]1. The reactants are C(C=C)N1C(=CC=CC1=O)O[C@@H]1C[C@H](N(C1)C(=O)OC(C)(C)C)C(=O)OC (1-tert-Butyl 2-methyl (2S,4R)-4-[(1-allyl-6-oxo-1,6-dihydropyridin-2-yl)oxy]pyrrolidine-1,2-dicarboxylate), Cl (HCl). Reaction conditions: time 1 hour. The product is [Cl-].C(C=C)N1C(=CC=CC1=O)O[C@@H]1C[C@H]([NH2+]C1)C(=O)OC ((2S,4R)-4-[(1-Allyl-6-oxo-1,6-dihydropyridin-2-yl)oxy]-2-(methoxycarbonyl)-pyrrolidinium chloride). Isolated yield 100.0%. RXN SMILES: [CH2:1]([N:4]1[C:9](=[O:10])[CH:8]=[CH:7][CH:6]=[C:5]1[O:11][C@H:12]1[CH2:16][N:15](C(OC(C)(C)C)=O)[C@H:14]([C:24]([O:26][CH3:27])=[O:25])[CH2:13]1)[CH:2]=[CH2:3].[ClH:28]>>[Cl-:28].[CH2:1]([N:4]1[C:9](=[O:10])[CH:8]=[CH:7][CH:6]=[C:5]1[O:11][C@H:12]1[CH2:16][NH2+:15][C@H:14]([C:24]([O:26][CH3:27])=[O:25])[CH2:13]1)[CH:2]=[CH2:3] |f:2.3|. Procedure details: A 100 mL round bottom flask was charged with the product of Step 6 (1.91 g, 5.05 mmol). Added HCl (4.0M in dioxane) (30 mL, 120 mmol). Stirred at room temperature for 1 hour. Evaporated. Added ethanol. Evaporated. Repeated. The title compound remained as a pale foam. (1.59 g, 5.05 mmol, 100% yield). LCMS (ES+) m/z 279.3 (M+H)+. The reactants are C(C)(C)(C)[C@@H]1CC[C@H](CC1)C(=O)O (trans-4-tert-Butylcyclohexanecarboxylic acid), C(C(=O)Cl)(=O)Cl (ethanedioyl dichloride). The reagents and catalysts are CN(C)C=O (DMF). Run in ClCCl (dichloromethane). Run at time 1 hour. Product: C(C)(C)(C)[C@@H]1CC[C@H](CC1)C(=O)Cl (trans-4-tert-Butylcyclohexanecarbonyl chloride). Reaction SMILES: [C:1]([C@H:5]1[CH2:10][CH2:9][C@H:8]([C:11]([OH:13])=O)[CH2:7][CH2:6]1)([CH3:4])([CH3:3])[CH3:2].C(Cl)(=O)C([Cl:17])=O>ClCCl.CN(C=O)C>[C:1]([C@H:5]1[CH2:10][CH2:9][C@H:8]([C:11]([Cl:17])=[O:13])[CH2:7][CH2:6]1)([CH3:4])([CH3:3])[CH3:2]. Procedure details: 11.0 g (59.7 mmol) trans-4-tert-Butylcyclohexanecarboxylic acid are dissolved in 400 ml dichloromethane plus a few drops of DMF, 9.09 g (71.6 mmol) ethanedioyl dichloride are added and the solution is stirred at room temperature for one hour. The mixture is then stirred at reflux for two hours and, after cooling down to room temperature, evaporated to dryness in vacuo. The residue is then dissolved in toluene two times and again evaporated to dryness in vacuo. The residue is used in the next ste...